Dataset: the Open Reaction Database (ORD), a public repository of structured organic reaction records. Task: describe an organic reaction: reactants, conditions, products, and yield The reactants are O=C(OO)c1cccc(Cl)c1, ClCCl, CC1=Cc2cc([N+](=O)[O-])ccc2OC1(C)C. Yields the product CC1(C)Oc2ccc([N+](=O)[O-])cc2C2OC21C. Reaction SMILES: [Cl:17][c:18]1[cH:19][cH:20][cH:21][c:22]([C:23]([O:24][OH:26])=[O:25])[cH:27]1.[Cl:28][CH2:29][Cl:30].[N+:1](=[O:2])([O-:3])[c:4]1[cH:5][cH:6][c:7]2[c:8]([cH:16]1)[CH:9]=[C:10]([CH3:15])[C:11]([CH3:13])([CH3:14])[O:12]2>>[N+:1](=[O:2])([O-:3])[c:4]1[cH:5][cH:6][c:7]2[c:8]([cH:16]1)[CH:9]1[C:10]([CH3:15])([C:11]([CH3:13])([CH3:14])[O:12]2)[O:25]1.